This data is from the Open Reaction Database (ORD), a public repository of structured organic reaction records. The task is: describe an organic reaction: reactants, conditions, products, and yield The reactants are OC=1C=C(C=CC1)C1=C(C=NC2=C(C=CC=C12)C(F)(F)F)C(=O)C1=CC=CC=C1 ([4-(3-hydroxyphenyl)-8-(trifluoromethyl)quinolin-3-yl](phenyl)methanone), BrCC1=NC=CC=C1 (2-Bromomethyl-pyridine). Product: C1(=CC=CC=C1)C(=O)C=1C=NC2=C(C=CC=C2C1C1=CC(=CC=C1)OCC1=NC=CC=C1)C(F)(F)F (PHENYL[4-[3-(PYRIDIN-2-YLMETHOXY)PHENYL]-8-(TRIFLUOROMETHYL)QUINOLIN-3-YL]-METHANONE). As a reaction SMILES: [OH:1][C:2]1[CH:3]=[C:4]([C:8]2[C:17]3[C:12](=[C:13]([C:18]([F:21])([F:20])[F:19])[CH:14]=[CH:15][CH:16]=3)[N:11]=[CH:10][C:9]=2[C:22]([C:24]2[CH:29]=[CH:28][CH:27]=[CH:26][CH:25]=2)=[O:23])[CH:5]=[CH:6][CH:7]=1.Br[CH2:31][C:32]1[CH:37]=[CH:36][CH:35]=[CH:34][N:33]=1>>[C:24]1([C:22]([C:9]2[CH:10]=[N:11][C:12]3[C:17]([C:8]=2[C:4]2[CH:5]=[CH:6][CH:7]=[C:2]([O:1][CH2:31][C:32]4[CH:37]=[CH:36][CH:35]=[CH:34][N:33]=4)[CH:3]=2)=[CH:16][CH:15]=[CH:14][C:13]=3[C:18]([F:21])([F:19])[F:20])=[O:23])[CH:25]=[CH:26][CH:27]=[CH:28][CH:29]=1. Reported procedure: The title compound was prepared from [4-(3-hydroxyphenyl)-8-(trifluoromethyl)quinolin-3-yl](phenyl)methanone and 2-Bromomethyl-pyridine following the procedure of Example 478: MS (ESI) m/z 485. Reactants: C[N+](C)(C)C, CC(C)(C)S(=O)N=CC1(CC2CC2)CCC2(CC1)OCCO2, [F-], C[Si](C)(C)C(F)(F)F, C1CCOC1. The product is CC(C)(C)S(=O)NC(C(F)(F)F)C1(CC2CC2)CCC2(CC1)OCCO2. As a reaction SMILES: [CH3:24][N+:25]([CH3:26])([CH3:27])[CH3:28].[CH:1]1([CH2:4][C:5]2([CH:15]=[N:16][S:17](=[O:18])[C:19]([CH3:20])([CH3:21])[CH3:22])[CH2:6][CH2:7][C:8]3([O:9][CH2:10][CH2:11][O:12]3)[CH2:13][CH2:14]2)[CH2:2][CH2:3]1.[F-:23].[F:29][C:30]([F:31])([F:32])[Si:33]([CH3:34])([CH3:35])[CH3:36].[O:37]1[CH2:38][CH2:39][CH2:40][CH2:41]1>>[CH:1]1([CH2:4][C:5]2([CH:15]([NH:16][S:17](=[O:18])[C:19]([CH3:20])([CH3:21])[CH3:22])[C:30]([F:29])([F:31])[F:32])[CH2:6][CH2:7][C:8]3([O:9][CH2:10][CH2:11][O:12]3)[CH2:13][CH2:14]2)[CH2:2][CH2:3]1. Starting materials: ClC=1C=C2C(C(N(C2=CC1)S(=O)(=O)C1=C(C=C(C=C1)OC)OC(F)(F)F)=O)(C1=C(C=CC(=C1)CC=O)OC)N1[C@H](C(=O)N(C)C)C[C@H](C1)O ((4R)-1-(5-chloro-3-[2-methoxy-5-(2-oxo ethyl)phenyl]-1-{[4-methoxy-2-(trifluoromethoxy)phenyl]sulfonyl}-2-oxo-2,3-dihydro-1H-indol-3-yl)-4-hydroxy-N,N-dimethyl-L-prolinamide), N1CCCCC1 (piperidine). Yields the product ClC=1C=C2C(C(N(C2=CC1)S(=O)(=O)C1=C(C=C(C=C1)OC)OC(F)(F)F)=O)(C1=C(C=CC(=C1)CCN1CCCCC1)OC)N1[C@H](C(=O)N(C)C)C[C@H](C1)O ((4R)-1-(5-chloro-3-[2-methoxy-5-(2-piperidin-1-ylethyl)phenyl]-1-{[4-methoxy-2-(trifluoromethoxy)phenyl]sulfonyl}-2-oxo-2,3-dihydro-1H-indol-3-yl)-4-hydroxy-N,N-dimethyl-L-prolinamide). The yield is 38.0%. RXN SMILES: [Cl:1][C:2]1[CH:3]=[C:4]2[C:8](=[CH:9][CH:10]=1)[N:7]([S:11]([C:14]1[CH:19]=[CH:18][C:17]([O:20][CH3:21])=[CH:16][C:15]=1[O:22][C:23]([F:26])([F:25])[F:24])(=[O:13])=[O:12])[C:6](=[O:27])[C:5]2([N:39]1[CH2:48][C@H:47]([OH:49])[CH2:46][C@H:40]1[C:41]([N:43]([CH3:45])[CH3:44])=[O:42])[C:28]1[CH:33]=[C:32]([CH2:34][CH:35]=O)[CH:31]=[CH:30][C:29]=1[O:37][CH3:38].[NH:50]1[CH2:55][CH2:54][CH2:53][CH2:52][CH2:51]1>>[Cl:1][C:2]1[CH:3]=[C:4]2[C:8](=[CH:9][CH:10]=1)[N:7]([S:11]([C:14]1[CH:19]=[CH:18][C:17]([O:20][CH3:21])=[CH:16][C:15]=1[O:22][C:23]([F:25])([F:24])[F:26])(=[O:12])=[O:13])[C:6](=[O:27])[C:5]2([N:39]1[CH2:48][C@H:47]([OH:49])[CH2:46][C@H:40]1[C:41]([N:43]([CH3:44])[CH3:45])=[O:42])[C:28]1[CH:33]=[C:32]([CH2:34][CH2:35][N:50]2[CH2:55][CH2:54][CH2:53][CH2:52][CH2:51]2)[CH:31]=[CH:30][C:29]=1[O:37][CH3:38]. Reported procedure: With 600 mg of the compound obtained in Example 219 and 129 mg of piperidine as starting materials, 250 mg of the title compound (light yellow amorphous) was obtained by a similar method to Example 220. The product is CCOC(=O)c1c(Br)c2ccccc2n1Cc1ccc(Cl)c(Cl)c1. Reactants: CCOC(=O)c1[nH]c2ccccc2c1Br, CCCC[N+](CCCC)(CCCC)CCCC, Clc1ccc(CBr)cc1Cl, ClCCl, [Na+], [OH-], O=S(=O)([O-])O. RXN SMILES: [Br:3][c:4]1[c:5]([C:13](=[O:14])[O:15][CH2:16][CH3:17])[nH:6][c:7]2[cH:8][cH:9][cH:10][cH:11][c:12]12.[CH2:33]([N+:34]([CH2:35][CH2:36][CH2:37][CH3:38])([CH2:39][CH2:40][CH2:41][CH3:42])[CH2:43][CH2:44][CH2:45][CH3:46])[CH2:47][CH2:48][CH3:49].[Cl:18][c:19]1[cH:20][c:21]([CH2:22][Br:23])[cH:24][cH:25][c:26]1[Cl:27].[Cl:50][CH2:51][Cl:52].[Na+:2].[OH-:1].[S:28]([O-:29])([OH:30])(=[O:31])=[O:32]>>[Br:3][c:4]1[c:5]([C:13](=[O:14])[O:15][CH2:16][CH3:17])[n:6]([CH2:22][c:21]2[cH:20][c:19]([Cl:18])[c:26]([Cl:27])[cH:25][cH:24]2)[c:7]2[cH:8][cH:9][cH:10][cH:11][c:12]12. The reactants are N (ammonia), C(C)N(C1=CC=CC(=N1)N1CCN(CC1)C)C=C(C(=O)OCC)C(=O)OCC (diethyl N-ethyl-N-[2-(4-methyl-1-piperazinyl)-6-pyridyl]aminomethylenemalonate), polyphosphoric acid, ice water. Reaction conditions: temperature 140 celsius. Product: C(C)N1C=C(C(C2=CC=C(N=C12)N1CCN(CC1)C)=O)C(=O)OCC (Ethyl 1,4-dihydro-1-ethyl-7-(4-methyl-1-piperazinyl)-4-oxo-1,8-naphthyridine-3-carboxylate). Yield: 78.2%. As a reaction SMILES: [CH2:1]([N:3]([CH:17]=[C:18]([C:24](OCC)=[O:25])[C:19]([O:21][CH2:22][CH3:23])=[O:20])[C:4]1[N:9]=[C:8]([N:10]2[CH2:15][CH2:14][N:13]([CH3:16])[CH2:12][CH2:11]2)[CH:7]=[CH:6][CH:5]=1)[CH3:2].N>>[CH2:1]([N:3]1[C:4]2[C:5](=[CH:6][CH:7]=[C:8]([N:10]3[CH2:15][CH2:14][N:13]([CH3:16])[CH2:12][CH2:11]3)[N:9]=2)[C:24](=[O:25])[C:18]([C:19]([O:21][CH2:22][CH3:23])=[O:20])=[CH:17]1)[CH3:2]. Procedure: A mixture containing 1.0 g of diethyl N-ethyl-N-[2-(4-methyl-1-piperazinyl)-6-pyridyl]aminomethylenemalonate and 6.0 g of polyphosphoric acid was heated at 140° C for 15 minutes, and then poured into ice-water. The resulting mixture was made alkaline with 28% aqueous ammonia and extracted with chloroform. The extract was washed with water and dried over anhydrous sulfate. Then the solvent was removed by distillation to leave a crude product which was recrystallized from n-hexane to yield 0.69 g ... Reactants: N[C@@H](CO)CC1=C(C=CC(=C1)Br)F ((R)-2-amino-3-(5-bromo-2-fluorophenyl)propan-1-ol), ClC(C(=O)Cl)C (rac-2-chloropropanoyl chloride), Br.BrC=1N=NC=CC1 (3-bromopyridazine hydrobromide). Yields the product Cl.FC1=C(C[C@@H]2CO[C@@H](CN2)C)C=C(C=C1)C=1N=NC=CC1 ((2R,5R)-5-(2-Fluoro-5-pyridazin-3-yl-benzyl)-2-methyl-morpholine hydrochloride). RXN SMILES: [NH2:1][C@H:2]([CH2:5][C:6]1[CH:11]=[C:10](Br)[CH:9]=[CH:8][C:7]=1[F:13])[CH2:3][OH:4].[Cl:14][CH:15]([CH3:19])[C:16](Cl)=O.Br.Br[C:22]1[N:23]=[N:24][CH:25]=[CH:26][CH:27]=1>>[ClH:14].[F:13][C:7]1[CH:8]=[CH:9][C:10]([C:22]2[N:23]=[N:24][CH:25]=[CH:26][CH:27]=2)=[CH:11][C:6]=1[CH2:5][C@H:2]1[NH:1][CH2:16][C@@H:15]([CH3:19])[O:4][CH2:3]1 |f:2.3,4.5|. Procedure: The title compound was prepared from (R)-2-amino-3-(5-bromo-2-fluorophenyl)propan-1-ol (Chiral Quest) and rac-2-chloropropanoyl chloride, in analogy to the sequence of reactions described for the preparation of B-18 substituting 2-bromopyrimidine for 3-bromopyridazine hydrobromide. LC-MS A: tR=0.52 min; [M+H]+=288.25. Reactants: NC(C(O)C1=COC=C1)CC1=CC=C(C=C1)C(F)(F)F ((1RS,2SR)-2-amino-1-(3-furanyl)-3-(4-(trifluoromethyl)phenyl)-1-propanol), FC1=CC=C(C2=CC=CC=C12)C(=O)O (4-fluoronaphthalenecarboxylic acid), Cl.C(C)N=C=NCCCN(C)C (1-ethyl-3-(3-dimethylaminopropyl)carbodiimide hydrochloride), ON1N=NC2=C1C=CC=C2 (1-hydroxy-1H-benzotriazole). Solvent: O (water), C(C)#N (acetonitrile). Run at time 8 hour. The product is FC1=CC=C(C2=CC=CC=C12)C(=O)NC(C(O)C1=COC=C1)CC1=CC=C(C=C1)C(F)(F)F (4-fluoro-N-((1RS,2SR)-2-(3-furanyl)-2-hydroxy-1-((4-(trifluoromethyl)phenyl)methyl)ethyl)-1-naphthalenecarboxamide). The yield is 71.6%. RXN SMILES: [NH2:1][CH:2]([CH2:10][C:11]1[CH:16]=[CH:15][C:14]([C:17]([F:20])([F:19])[F:18])=[CH:13][CH:12]=1)[CH:3]([C:5]1[CH:9]=[CH:8][O:7][CH:6]=1)[OH:4].[F:21][C:22]1[C:31]2[C:26](=[CH:27][CH:28]=[CH:29][CH:30]=2)[C:25]([C:32](O)=[O:33])=[CH:24][CH:23]=1.Cl.C(N=C=NCCCN(C)C)C.ON1C2C=CC=CC=2N=N1>C(#N)C.O>[F:21][C:22]1[C:31]2[C:26](=[CH:27][CH:28]=[CH:29][CH:30]=2)[C:25]([C:32]([NH:1][CH:2]([CH2:10][C:11]2[CH:16]=[CH:15][C:14]([C:17]([F:20])([F:18])[F:19])=[CH:13][CH:12]=2)[CH:3]([C:5]2[CH:9]=[CH:8][O:7][CH:6]=2)[OH:4])=[O:33])=[CH:24][CH:23]=1 |f:2.3|. Procedure details: To a solution of (1RS,2SR)-2-amino-1-(3-furanyl)-3-(4-(trifluoromethyl)phenyl)-1-propanol (500 mg, 1.75 mmol) in acetonitrile (30 ml) were added 4-fluoronaphthalenecarboxylic acid (333 mg, 1.75 mmol), 1-ethyl-3-(3-dimethylaminopropyl)carbodiimide hydrochloride (504 mg, 2.63 mmol) and 1-hydroxy-1H-benzotriazole (268 mg, 1.75 mmol) and the mixture was stirred overnight at room temperature. The reaction solution was diluted with water (100 ml) and extracted with ethyl acetate (100 ml×2). The extrac... The reactants are N[C@H](CC)C=1N(C=CC1C(=O)O)S(=O)(=O)C1=CC=C(C)C=C1 ((R)-2-(1-aminopropyl)-1-tosyl-1H-pyrrole-3-carboxylic acid), FC(C(=O)O)(F)F.N[C@H](CC)C=1N(C=CC1C(=O)O)S(=O)(=O)C1=CC=C(C)C=C1 ((R)-2-(1-aminopropyl)-1-tosyl-1H-pyrrole-3-carboxylic acid compound with 2,2,2-trifluoroacetic acid), CCN(C(C)C)C(C)C (DIEA), CCCP1(=O)OP(=O)(OP(=O)(O1)CCC)CCC (1-propanephosphonic acid cyclic anhydride). The solvent is CCOC(=O)C (EtOAc). Reaction conditions: time 20 minute. Yields the product C(C)[C@H]1NC(C2=C1N(C=C2)S(=O)(=O)C2=CC=C(C)C=C2)=O ((R)-6-ethyl-1-tosyl-5,6-dihydropyrrolo[3,4-b]pyrrol-4(1H)-one). Yield: 89.0%. Reaction SMILES: [NH2:1][C@@H:2]([C:5]1[N:6]([S:13]([C:16]2[CH:22]=[CH:21][C:19]([CH3:20])=[CH:18][CH:17]=2)(=[O:15])=[O:14])[CH:7]=[CH:8][C:9]=1[C:10](O)=[O:11])[CH2:3][CH3:4].FC(F)(F)C(O)=O.N[C@@H](C1N(S(C2C=CC(C)=CC=2)(=O)=O)C=CC=1C(O)=O)CC.CCN(C(C)C)C(C)C.CCCP1(OP(CCC)(=O)OP(CCC)(=O)O1)=O>CCOC(C)=O>[CH2:3]([C@@H:2]1[C:5]2[N:6]([S:13]([C:16]3[CH:22]=[CH:21][C:19]([CH3:20])=[CH:18][CH:17]=3)(=[O:15])=[O:14])[CH:7]=[CH:8][C:9]=2[C:10](=[O:11])[NH:1]1)[CH3:4] |f:1.2|. Procedure: To a solution of (R)-2-(1-aminopropyl)-1-tosyl-1H-pyrrole-3-carboxylic acid compound with TFA (1:1) (505d, 5.64 g, 12.92 mmol) and DIEA (6.74 mL, 38.8 mmol) in EtOAc (50 mL) was added 1-propanephosphonic acid cyclic anhydride (50 wt. % in EtOAc, 7.69 mL, 12.92 mmol) dropwise via syringe. After 20 min, the reaction was judged complete by LCMS. The reaction was partitioned between sat'd NaHCO3 and EtOAc. The organic layer was washed with sat'd NaHCO3 once, sat'd NaCl once, and the organics were dr...